The task is: describe an organic reaction: reactants, conditions, products, and yield. This data is from the Open Reaction Database (ORD), a public repository of structured organic reaction records. Reactants: ClC1=NC(=NC=C1)CN1C(COCC1)CO ({4-[(4-Chloropyrimidin-2-yl)methyl]morpholin-3-yl}methanol), CCN(CC)S(F)(F)F (DAST), C(=O)(O)[O-].[Na+] (NaHCO3). Run in C(Cl)Cl (DCM). Reaction conditions: temperature 0 celsius, time 90 minute. The product is ClC1=NC(=NC=C1)CN1C(COCC1)CF (4-[(4-Chloropyrimidin-2-yl)methyl]-3-(fluoromethyl)morpholine). RXN SMILES: [Cl:1][C:2]1[CH:7]=[CH:6][N:5]=[C:4]([CH2:8][N:9]2[CH2:14][CH2:13][O:12][CH2:11][CH:10]2[CH2:15]O)[N:3]=1.CCN(S(F)(F)[F:23])CC.C([O-])(O)=O.[Na+]>C(Cl)Cl>[Cl:1][C:2]1[CH:7]=[CH:6][N:5]=[C:4]([CH2:8][N:9]2[CH2:14][CH2:13][O:12][CH2:11][CH:10]2[CH2:15][F:23])[N:3]=1 |f:2.3|. Procedure: {4-[(4-Chloropyrimidin-2-yl)methyl]morpholin-3-yl}methanol (200 mg, 0.821 mmol) was taken up in DCM (4 mL) and cooled to 0° C. DAST (0.119 mL, 0.903 mmol) was added and the resulting mixture stirred at 0° C. for 90 minutes. Saturated NaHCO3 was added and the products extracted into EtOAc (2×). The combined organic extracts were washed with brine, dried over MgSO4, filtered, and concentrated in vacuo. Purification of the residue by silica gel chromatography (12-100% EtOAc-hexanes) followed by HPL... The reactants are C1(=CC=CC=C1)C(=C1CCN(CC1)CCCN1C(C=2C(C1=O)=CC=CC2)=O)C2=CC=CC=C2 (4-(diphenylmethylene)-1-(3-phthalimidopropyl)piperidine), O.NN (hydrazine hydrate). Run in C(C)O (ethanol). Product: NCCCN1CCC(CC1)=C(C1=CC=CC=C1)C1=CC=CC=C1 (1-(3-Aminopropyl)-4-(diphenylmetylene)piperidine). Isolated yield 72.9%. As a reaction SMILES: [C:1]1([C:7]([C:28]2[CH:33]=[CH:32][CH:31]=[CH:30][CH:29]=2)=[C:8]2[CH2:13][CH2:12][N:11]([CH2:14][CH2:15][CH2:16][N:17]3C(=O)C4=CC=CC=C4C3=O)[CH2:10][CH2:9]2)[CH:6]=[CH:5][CH:4]=[CH:3][CH:2]=1.O.NN>C(O)C>[NH2:17][CH2:16][CH2:15][CH2:14][N:11]1[CH2:12][CH2:13][C:8](=[C:7]([C:28]2[CH:33]=[CH:32][CH:31]=[CH:30][CH:29]=2)[C:1]2[CH:2]=[CH:3][CH:4]=[CH:5][CH:6]=2)[CH2:9][CH2:10]1 |f:1.2|. Procedure: A mixture of 900 mg (2.06 mmole) of 4-(diphenylmethylene)-1-(3-phthalimidopropyl)piperidine (prepared as described in Preparation 10'), 350 mg (7 mmole) of hydrazine hydrate and 20 ml of ethanol was heated under reflux for 2 hours. At the end of this time, the crystals which precipitated were filtered off and the solvent was removed from the filtrate by distillation under reduced pressure, to afford 460 mg (yield 73%) of the title compound as an oil. The reactants are CC1=C(C(=O)O)C=CC=C1 (o-methylbenzoic acid), C(CC)OC=1C=C(N)C=CC1 (m-n-propoxy-aniline), S(=O)=O (sulfur dioxide), Cl (hydrogen chloride), S(=O)(Cl)Cl (thionylchloride), ice water. Run in ClC1=CC=CC=C1 (chlorobenzene). Reaction conditions: time 4 hour. The product is C(CC)OC=1C=C(NC(C2=C(C=CC=C2)C)=O)C=CC1 (3'-n-propoxy-2-methylbenzanilide). Isolated yield 88.0%. As a reaction SMILES: [CH3:1][C:2]1[CH:10]=[CH:9][CH:8]=[CH:7][C:3]=1[C:4]([OH:6])=O.[CH2:11]([O:14][C:15]1[CH:16]=[C:17]([CH:19]=[CH:20][CH:21]=1)[NH2:18])[CH2:12][CH3:13].S(Cl)(Cl)=O.S(=O)=O.Cl>ClC1C=CC=CC=1>[CH2:11]([O:14][C:15]1[CH:16]=[C:17]([CH:19]=[CH:20][CH:21]=1)[NH:18][C:4](=[O:6])[C:3]1[CH:7]=[CH:8][CH:9]=[CH:10][C:2]=1[CH3:1])[CH2:12][CH3:13]. Procedure details: A 13.6 g (0.1 mol) portion of o-methylbenzoic acid and 15.1 g (0.1 mol) of m-n-propoxy-aniline were dissolved in 100 ml of chlorobenzene. An 11.9 g (0.1 mol) amount of thionylchloride was added dropwise to the prepared solution at 40° - 50° C, and the mixture was stirred at 90° - 95° C for 4 hours, whereby sulfur dioxide and hydrogen chloride were continuously generated. After the reaction, the reaction mixture was poured into ice water and extracted with a mixture of benzene and hexane. The pro... Starting materials: C(C=C)(=O)OCC (ethyl acrylate), C(CCC)OC(C=O)OCCCC (dibutoxyethanal). The solvent is C(CCC)O (butanol). The product is C(CCC)OC(C(C(=C)C(=O)OCC)O)OCCCC (4,4-dibutoxy-2-ethoxycarbonyl-3-hydroxy-1-butene). As a reaction SMILES: [C:1]([O:5][CH2:6][CH3:7])(=[O:4])[CH:2]=[CH2:3].[CH2:8]([O:12][CH:13]([O:16][CH2:17][CH2:18][CH2:19][CH3:20])[CH:14]=[O:15])[CH2:9][CH2:10][CH3:11]>C(O)CCC>[CH2:17]([O:16][CH:13]([O:12][CH2:8][CH2:9][CH2:10][CH3:11])[CH:14]([OH:15])[C:2]([C:1]([O:5][CH2:6][CH3:7])=[O:4])=[CH2:3])[CH2:18][CH2:19][CH3:20]. Reported procedure: 400 mmoles ethyl acrylate and 70 g (355 mmoles) of 95.5% by weight dibutoxyethanal in butanol were reacted using the method of example 1 to form 4,4-dibutoxy-2-ethoxycarbonyl-3-hydroxy-1-butene as a liquid which distilled at 120° C. under 0.4 mbar. The reactants are O=C1CCC(=O)N1Br, [Cl-], [Na+], CN(C)C=O, Oc1ccc2c(c1)ncn2-c1ccccc1. Yields the product Oc1ccc2c(ncn2-c2ccccc2)c1Br, Cl. RXN SMILES: [Br:1][N:2]1[C:3](=[O:4])[CH2:5][CH2:6][C:7]1=[O:8].[Cl-:25].[Na+:26].[O:27]=[CH:28][N:29]([CH3:30])[CH3:31].[OH:9][c:10]1[cH:11][c:12]2[c:13]([n:14](-[c:17]3[cH:18][cH:19][cH:20][cH:21][cH:22]3)[cH:15][n:16]2)[cH:23][cH:24]1>>[Br:1][c:11]1[c:10]([OH:9])[cH:24][cH:23][c:13]2[c:12]1[n:16][cH:15][n:14]2-[c:17]1[cH:18][cH:19][cH:20][cH:21][cH:22]1.[ClH:25]. Reactants: C(C)(C)(C)OC(=O)N1C2(CC2)CN(CC1)C=1C2=C(N=CN1)NC=C2 (7-(7H-pyrrolo[2,3-d]pyrimidin-4-yl)-4,7-diazaspiro[2.5]octane-4-carboxylic acid tert-butyl ester), C(C)(C)(C)OC(=O)N1C2(CC2)CN(CC1)C=1C2=C(N=CN1)NC=C2 (7-(7H-pyrrolo[2,3-d]pyrimidin-4-yl)-4,7-diazaspiro[2.5]octane-4-carboxylic acid tert-butyl ester), Cl (HCl). The solvent is C(C)OCC (diethyl ether), O1CCOCC1 (dioxane). Conditions: time 5 hour. Product: C1CC12NCCN(C2)C=2C1=C(N=CN2)NC=C1 (4-(4,7-Diaza-spiro[2.5]oct-7-yl)-7H-pyrrolo[2,3-d]pyrimidine). As a reaction SMILES: C(OC([N:8]1[CH2:15][CH2:14][N:13]([C:16]2[C:17]3[CH:24]=[CH:23][NH:22][C:18]=3[N:19]=[CH:20][N:21]=2)[CH2:12][C:9]21[CH2:11][CH2:10]2)=O)(C)(C)C.Cl>C(OCC)C.O1CCOCC1>[CH2:11]1[C:9]2([CH2:12][N:13]([C:16]3[C:17]4[CH:24]=[CH:23][NH:22][C:18]=4[N:19]=[CH:20][N:21]=3)[CH2:14][CH2:15][NH:8]2)[CH2:10]1. Procedure details: To 7-(7H-pyrrolo[2,3-d]pyrimidin-4-yl)-4,7-diazaspiro[2.5]octane-4-carboxylic acid tert-butyl ester (intermediate 1) (0.5 g, mmol) dissolved in diethyl ether (20 ml) was added HCl in dioxane (ml, M) and the reaction mixture was stirred for 5 hours at room temperature. The precipitate was isolated by filtration, and washed with diethyl ether (2×5 ml). The precipitate was suspended in THF (50 ml) and stirred vigorously with K2CO3 (5 gram) for 3 hours. After filtration and evaporation of the solven... The reactants are O.O.O.O.O.O.N[C@@H](CCC(=O)[O-])C(=O)[O-].[Sr+2] (strontium L-glutamate hexahydrate), [OH-].[Sr+2].[OH-] (strontium hydroxide), N[C@@H](CCC(=O)O)C(=O)O (glutamic acid). The product is N[C@@H](CCC(=O)[O-])C(=O)[O-].[Sr+2] (strontium glutamate). RXN SMILES: O.O.O.O.O.O.[NH2:7][C@H:8]([C:14]([O-:16])=[O:15])[CH2:9][CH2:10][C:11]([O-:13])=[O:12].[Sr+2:17].[OH-].[Sr+2].[OH-].N[C@H](C(O)=O)CCC(O)=O>>[NH2:7][C@H:8]([C:14]([O-:16])=[O:15])[CH2:9][CH2:10][C:11]([O-:13])=[O:12].[Sr+2:17] |f:0.1.2.3.4.5.6.7,8.9.10,12.13|. Procedure details: In a method according to the present invention strontium L-glutamate hexahydrate has been prepared by reacting strontium hydroxide with glutamic acid at a temperature in a range of from about 120° C. to about 135° C. and at a pressure of from about 1 to about 1.7 bar, optionally under an inert gas atmosphere, for a time period of from about 15 min to about 60 min to obtain strontium glutamate. The method may further involve a step of filtering the hot reaction mixture immediately after heating i...